This data is from the Open Reaction Database (ORD), a public repository of structured organic reaction records. The task is: describe an organic reaction: reactants, conditions, products, and yield Reactants: BrC1=CC=C(CN2C(=NC3=C2C=CC(=C3)OCC3=NC2=CC=CC=C2C=C3)CC3(CCCC3)C(=O)OCC)C=C1 (ethyl 1-((1-(4-bromobenzyl)-5-(quinolin-2-ylmethoxy)-1H-benzo[d]imidazol-2-yl)methyl)cyclopentanecarboxylate), S1C=NC(=C1)B1OC(C)(C)C(C)(C)O1 (thiazole-4-boronic acid pinacol ester). The product is N1=C(C=CC2=CC=CC=C12)COC1=CC2=C(N(C(=N2)CC2(CCCC2)C(=O)O)CC2=CC=C(C=C2)C=2N=CSC2)C=C1 (1-({5-(Quinolin-2-ylmethoxy)-1-[4-(1,3-thiazol-4-yl)benzyl]-1H-benzimidazol-2-yl}methyl)cyclopentanecarboxylic acid). As a reaction SMILES: Br[C:2]1[CH:40]=[CH:39][C:5]([CH2:6][N:7]2[C:11]3[CH:12]=[CH:13][C:14]([O:16][CH2:17][C:18]4[CH:27]=[CH:26][C:25]5[C:20](=[CH:21][CH:22]=[CH:23][CH:24]=5)[N:19]=4)=[CH:15][C:10]=3[N:9]=[C:8]2[CH2:28][C:29]2([C:34]([O:36]CC)=[O:35])[CH2:33][CH2:32][CH2:31][CH2:30]2)=[CH:4][CH:3]=1.[S:41]1[CH:45]=[C:44](B2OC(C)(C)C(C)(C)O2)[N:43]=[CH:42]1>>[N:19]1[C:20]2[C:25](=[CH:24][CH:23]=[CH:22][CH:21]=2)[CH:26]=[CH:27][C:18]=1[CH2:17][O:16][C:14]1[CH:13]=[CH:12][C:11]2[N:7]([CH2:6][C:5]3[CH:39]=[CH:40][C:2]([C:44]4[N:43]=[CH:42][S:41][CH:45]=4)=[CH:3][CH:4]=3)[C:8]([CH2:28][C:29]3([C:34]([OH:36])=[O:35])[CH2:33][CH2:32][CH2:31][CH2:30]3)=[N:9][C:10]=2[CH:15]=1. Reported procedure: The title compound was prepared using similar methods to those in Example 97 using ethyl 1-((1-(4-bromobenzyl)-5-(quinolin-2-ylmethoxy)-1H-benzo[d]imidazol-2-yl)methyl)cyclopentanecarboxylate and thiazole-4-boronic acid pinacol ester in Step A. MS (ESI): mass calcd. for C34H30N4O3S, 574.20; m/z found, 575.1 [M+H]+. 1H NMR (400 MHz, CDCl3) δ 8.90-8.86 (m, 1H), 8.21 (d, J=8.5 Hz, 1H), 8.11 (d, J=8.4 Hz, 1H), 7.88 (d, J=8.3 Hz, 2H), 7.86-7.82 (m, 1H), 7.78-7.72 (m, 1H), 7.70 (d, J=8.5 Hz, 1H), 7.59... Reactants: FC(C(=O)O)(F)F.ClC1=CC=C2C(=C1)NC(C21C(NC(C1C1=C(C(=CC=C1)Cl)F)C(=O)O)CC(C)(C)C)=O (rac-(2′S,3′R,4′S,5′R)-6-chloro-4′-(3-chloro-2-fluoro-phenyl)-2′-(2,2-dimethyl-propyl)-2-oxo-1,2-dihydro-spiro[indole-3,3′-pyrrolidine]-5′-carboxylic acid trifluoroacetic acid), CC1OC(CN(C1)C1=CC(=C(N)C=C1)OC)C (4-(2,6-dimethylmorpholino)-2-methoxyaniline), C(C)(C)N(CC)C(C)C (diisopropylethylamine), C1(=CC=CC=C1)P(=O)(C1=CC=CC=C1)Cl (diphenylphosphinic chloride). Product: CC1CN(CC(O1)C)C1=CC(=C(C=C1)NC(=O)C1C(C2(C(N1)CC(C)(C)C)C(NC1=CC(=CC=C12)Cl)=O)C1=C(C(=CC=C1)Cl)F)OC (rac-(2′S,3′R,4′S,5′R)-6-chloro-4′-(3-chloro-2-fluoro-phenyl)-2′-(2,2-dimethyl-propyl)-2-oxo-1,2-dihydro-spiro[indole-3,3′-pyrrolidine]-5′-carboxylic acid [4-(2,6-dimethyl-morpholin-4-yl)-2-methoxy-phenyl]-amide). The yield is 37.4%. RXN SMILES: FC(F)(F)C(O)=O.[Cl:8][C:9]1[CH:14]=[C:13]2[NH:15][C:16](=[O:38])[C:17]3([CH:21]([C:22]4[CH:27]=[CH:26][CH:25]=[C:24]([Cl:28])[C:23]=4[F:29])[CH:20]([C:30](O)=[O:31])[NH:19][CH:18]3[CH2:33][C:34]([CH3:37])([CH3:36])[CH3:35])[C:12]2=[CH:11][CH:10]=1.C(N(C(C)C)CC)(C)C.C1(P(Cl)(C2C=CC=CC=2)=O)C=CC=CC=1.[CH3:63][CH:64]1[CH2:69][N:68]([C:70]2[CH:76]=[CH:75][C:73]([NH2:74])=[C:72]([O:77][CH3:78])[CH:71]=2)[CH2:67][CH:66]([CH3:79])[O:65]1>>[CH3:63][CH:64]1[O:65][CH:66]([CH3:79])[CH2:67][N:68]([C:70]2[CH:76]=[CH:75][C:73]([NH:74][C:30]([CH:20]3[NH:19][CH:18]([CH2:33][C:34]([CH3:37])([CH3:36])[CH3:35])[C:17]4([C:12]5[C:13](=[CH:14][C:9]([Cl:8])=[CH:10][CH:11]=5)[NH:15][C:16]4=[O:38])[CH:21]3[C:22]3[CH:27]=[CH:26][CH:25]=[C:24]([Cl:28])[C:23]=3[F:29])=[O:31])=[C:72]([O:77][CH3:78])[CH:71]=2)[CH2:69]1 |f:0.1|. Procedure: In a manner similar to the method described in Example 5, rac-(2′S,3′R,4′S,5′R)-6-chloro-4′-(3-chloro-2-fluoro-phenyl)-2′-(2,2-dimethyl-propyl)-2-oxo-1,2-dihydro-spiro[indole-3,3′-pyrrolidine]-5′-carboxylic acid trifluoroacetic acid prepared in Example 4 (0.25 g, 0.43 mmol), was reacted with diisopropylethylamine (0.29 g, 2.2 mmol), diphenylphosphinic chloride (0.21 g, 0.89 mmol), then reacted with 4-(2,6-dimethylmorpholino)-2-methoxyaniline (Bionet) (0.11 g, 0.44 mmol) to give rac-(2′S,3′R,4′S,... Reactants: [H-].[Al+3].[Li+].[H-].[H-].[H-] (Lithium aluminum hydride), [OH-].[Na+] (sodium hydroxide), [Cl-].[Al+3].[Cl-].[Cl-] (Aluminum (III) chloride), BrC1=C(C=C(C=C1)F)CC(=O)NC (2-(2-bromo-5-fluoro-phenyl)-N-methyl-acetamide). The solvent is C(C)OCC (diethyl ether), C(C)OCC (diethyl ether), O (water), O (water), C1CCOC1 (THF). Reaction conditions: temperature 0 celsius, time 1 hour. Yields the product BrC1=C(C=C(C=C1)F)CCNC ([2-(2-bromo-5-fluoro-phenyl)-ethyl]-methyl-amine). The yield is 95.6%. As a reaction SMILES: [H-].[Al+3].[Li+].[H-].[H-].[H-].[Cl-].[Al+3].[Cl-].[Cl-].[Br:11][C:12]1[CH:17]=[CH:16][C:15]([F:18])=[CH:14][C:13]=1[CH2:19][C:20]([NH:22][CH3:23])=O.[OH-].[Na+]>C(OCC)C.C1COCC1.O>[Br:11][C:12]1[CH:17]=[CH:16][C:15]([F:18])=[CH:14][C:13]=1[CH2:19][CH2:20][NH:22][CH3:23] |f:0.1.2.3.4.5,6.7.8.9,11.12|. Reported procedure: Lithium aluminum hydride (7.50 g, 197 mmol) is suspended in dry diethyl ether (75 mL) and cooled to 0° C. Aluminum (III) chloride (8.80 g, 65.8 mmol) dissolved in dry diethyl ether (75 mL) is added dropwise at 0-5° C. The cooling bath is removed and the mixture is stirred at ambient temperature for 1 hour. The resulting aluminum hydride reagent solution is cooled to 0° C. followed by dropwise addition of 2-(2-bromo-5-fluoro-phenyl)-N-methyl-acetamide (16.2 g, 65.8 mmol) dissolved in dry THF (150... Reactants: FC1=CC(=C(C=C1N1CCN(CCC1)C)N)[N+](=O)[O-] (4-fluoro-5-(4-methylperhydro-1,4-diazepin-1-yl)-2-nitrophenylamine), [H][H] (hydrogen). Reagents/catalysts: [Pd] (palladium-on-charcoal). Run in CO (methanol). Product: FC=1C=C(C(=CC1N1CCN(CCC1)C)N)N (4-fluoro-5-(4-methylperhydro-1,4-diazepin-1-yl)benzene-1,2-diamine). Isolated yield 102.9%. RXN SMILES: [F:1][C:2]1[C:7]([N:8]2[CH2:14][CH2:13][CH2:12][N:11]([CH3:15])[CH2:10][CH2:9]2)=[CH:6][C:5]([NH2:16])=[C:4]([N+:17]([O-])=O)[CH:3]=1.[H][H]>CO.[Pd]>[F:1][C:2]1[CH:3]=[C:4]([NH2:17])[C:5]([NH2:16])=[CH:6][C:7]=1[N:8]1[CH2:14][CH2:13][CH2:12][N:11]([CH3:15])[CH2:10][CH2:9]1. Reported procedure: 20.9 g of 4-fluoro-5-(4-methylperhydro-1,4-diazepin-1-yl)-2-nitrophenylamine in solution in 750 mL of methanol are hydrogenated under 1 bar of hydrogen pressure in the presence of 2 g of palladium-on-charcoal at 25° C. for 16 hours. The reaction crude is filtered through celite and the filtrate is concentrated under vacuum in a rotary evaporator. 19.1 g of 4-fluoro-5-(4-methylperhydro-1,4-diazepin-1-yl)benzene-1,2-diamine in the form of a black oil are isolated. 1H NMR (300 MHz, DMSO-d6, δ in pp... Reactants: N#CSc1ccc(N)cc1, O, Cc1ccc(S(=O)(=O)Cl)cc1, c1ccncc1. Product: Cc1ccc(S(=O)(=O)Nc2ccc(SC#N)cc2)cc1. As a reaction SMILES: [NH2:1][c:2]1[cH:3][cH:4][c:5]([S:8][C:9]#[N:10])[cH:6][cH:7]1.[OH2:22].[c:11]1([CH3:21])[cH:12][cH:13][c:14]([S:17](=[O:18])(=[O:19])[Cl:20])[cH:15][cH:16]1.[cH:23]1[cH:24][cH:25][n:26][cH:27][cH:28]1>>[NH:1]([c:2]1[cH:3][cH:4][c:5]([S:8][C:9]#[N:10])[cH:6][cH:7]1)[S:17]([c:14]1[cH:13][cH:12][c:11]([CH3:21])[cH:16][cH:15]1)(=[O:18])=[O:19]. Reactants: [Cl-].[Al+3].[Cl-].[Cl-] (aluminum chloride), C(CCCCCCC)S (1-octanethiol), FC(C(=O)OCC)(CC1=CC=C(C=C1)OC)F (ethyl 2,2-difluoro-3-(4-methoxyphenyl)propanoate), ice water. Run in ClCCl (dichloromethane). Run at time 2 hour. The product is FC(C(=O)OCC)(CC1=CC=C(C=C1)O)F (ethyl 2,2-difluoro-3-(4-hydroxyphenyl)propanoate). Isolated yield 55.5%. RXN SMILES: [F:1][C:2]([F:17])([CH2:8][C:9]1[CH:14]=[CH:13][C:12]([O:15]C)=[CH:11][CH:10]=1)[C:3]([O:5][CH2:6][CH3:7])=[O:4].[Cl-].[Al+3].[Cl-].[Cl-].C(S)CCCCCCC>ClCCl>[F:1][C:2]([F:17])([CH2:8][C:9]1[CH:10]=[CH:11][C:12]([OH:15])=[CH:13][CH:14]=1)[C:3]([O:5][CH2:6][CH3:7])=[O:4] |f:1.2.3.4|. Reported procedure: To a solution of ethyl 2,2-difluoro-3-(4-methoxyphenyl)propanoate (1.72 g, 7.05 mmol) synthesized according to the method described in Synthesis, vol. 13, pp. 1917-1924 (2000) and aluminum chloride (2.82 g, 21.2 mmol) in dichloromethane (50 mL) was added dropwise 1-octanethiol (2.06 g, 14.1 mmol) and the mixture was stirred at room temperature for 2 hrs. The reaction mixture was poured into ice water and the mixture was stirred for 30 min. The organic layer was separated, washed with saturated b...